Dataset: the Open Reaction Database (ORD), a public repository of structured organic reaction records. Task: describe an organic reaction: reactants, conditions, products, and yield Reaction SMILES: B(Br)(Br)Br.[CH2:5]([N:8]([CH:18]1[CH2:27][CH2:26][C:25]2[C:20](=[CH:21][CH:22]=[CH:23][C:24]=2[O:28]C)[CH2:19]1)[CH2:9][CH2:10][O:11][C:12]1[CH:17]=[CH:16][CH:15]=[CH:14][CH:13]=1)[CH2:6][CH3:7]>ClCCl.C(Cl)(Cl)Cl>[O:11]([CH2:10][CH2:9][N:8]([CH2:5][CH2:6][CH3:7])[CH:18]1[CH2:27][CH2:26][C:25]2[C:24]([OH:28])=[CH:23][CH:22]=[CH:21][C:20]=2[CH2:19]1)[C:12]1[CH:17]=[CH:16][CH:15]=[CH:14][CH:13]=1. Reaction conditions: time 15 minute. The reactants are B(Br)(Br)Br (Boron tribromide), C(CC)N(CCOC1=CC=CC=C1)C1CC2=CC=CC(=C2CC1)OC (2-[N-n-propyl,N-2-(phenyloxy)ethyl-amino]-5-methoxytetralin), pet ether EtOAc, crude mixture. Yields the product O(C1=CC=CC=C1)CCN(C1CC=2C=CC=C(C2CC1)O)CCC ((-)-5,6,7,8-tetrahydro-6-[(2-phenoxyethyl) propylamino]-1-naphthalenol). Reported procedure: To a mixture of 1.0M Boron tribromide in dichloromethane in 20ML chloroform was added dropwise the product of Example 1 (80 mg, .236 mmol) in chloroform and stirred at room temperature of 15 min. After workup, the crude mixture was subjected to flash chromatography (Silica: 8.2 pet ether/EtOAc). The product showed characteristic peaks at: NMR (300 MHz, CDCl3) δ 7.3-6.6(m, 8H), 4.0(t, 2H), 3.1-2.5(m,9H), 2.1(m,1H), 1.7-1.4 (m, 3H), 0.9(t, 3H). Solvent: ClCCl (dichloromethane), C(Cl)(Cl)Cl (chloroform), C(Cl)(Cl)Cl (chloroform).